The task is: describe an organic reaction: reactants, conditions, products, and yield. This data is from the Open Reaction Database (ORD), a public repository of structured organic reaction records. Starting materials: O=C(OOC(=O)c1ccccc1)c1ccccc1, ClC(Cl)(Cl)Cl, O=C1CCC(=O)N1Br, Cc1cc(C)nc(C)c1. The product is Cc1cc(C)nc(CBr)c1. RXN SMILES: [C:18]([O:19][O:20][C:21](=[O:22])[c:23]1[cH:24][cH:25][cH:26][cH:27][cH:28]1)(=[O:29])[c:30]1[cH:31][cH:32][cH:33][cH:34][cH:35]1.[C:36]([Cl:37])([Cl:38])([Cl:39])[Cl:40].[O:10]=[C:11]1[N:12]([Br:17])[C:13](=[O:14])[CH2:15][CH2:16]1.[n:1]1[c:2]([CH3:9])[cH:3][c:4]([CH3:8])[cH:5][c:6]1[CH3:7]>>[n:1]1[c:2]([CH2:9][Br:17])[cH:3][c:4]([CH3:8])[cH:5][c:6]1[CH3:7].